describe an organic reaction: reactants, conditions, products, and yield From a dataset of the Open Reaction Database (ORD), a public repository of structured organic reaction records. Reactants: FC1=C(C=CC(=C1)F)[C@@](CN1N=CN=C1)(C(=C)C1=CC=C(C=C1)I)O.BrC1C(C2(CCC1C2(C)C)CS(=O)(=O)[O-])=O ((R)-2-(2,4-Difluorophenyl)-3-(4-iodophenyl)-1-(1H-1,2,4-triazol-1-yl)-3-buten-2-ol (+)-3-bromocamphor-10-sulphonate), [OH-].[Na+] (NaOH). The solvent is C(Cl)Cl (methylene chloride). Reaction conditions: time 15 minute. The product is FC1=C(C=CC(=C1)F)[C@@](CN1N=CN=C1)(C(=C)C1=CC=C(C=C1)I)O ((R)-2-(2,4-Difluorophenyl)-3-(4-iodophenyl)-1-(1H-1,2,4-triazol-1-yl)-3-buten-2-ol). Yield: 96.3%. As a reaction SMILES: [F:1][C:2]1[CH:7]=[C:6]([F:8])[CH:5]=[CH:4][C:3]=1[C@:9]([OH:25])([C:16]([C:18]1[CH:23]=[CH:22][C:21]([I:24])=[CH:20][CH:19]=1)=[CH2:17])[CH2:10][N:11]1[CH:15]=[N:14][CH:13]=[N:12]1.BrC1C2C(C)(C)C(CS([O-])(=O)=O)(CC2)C1=O.[OH-].[Na+]>C(Cl)Cl>[F:1][C:2]1[CH:7]=[C:6]([F:8])[CH:5]=[CH:4][C:3]=1[C@:9]([OH:25])([C:16]([C:18]1[CH:19]=[CH:20][C:21]([I:24])=[CH:22][CH:23]=1)=[CH2:17])[CH2:10][N:11]1[CH:15]=[N:14][CH:13]=[N:12]1 |f:0.1,2.3|. Reported procedure: The product of step (g) (206.5 g, 0.27 moles) was added to methylene chloride (620 ml) and basified with 40% NaOH. The mixture was stirred for 15 minutes at room temperature and separated. The aqueous phase was re-extracted with methylene chloride (310 ml). The organic product solution was washed with water (620 ml) and concentrated to a volume of 245 ml. To the stirred and seeded concentrate at room temperature was added hexane (2450 ml) at a steady rate. The resulting slurry was granulated at ... Reactants: CC(C)(C)NS(=O)(=O)c1ccc(-c2cn(-c3nc(-c4ccc(Cl)c(Cl)c4)cc(C(F)(F)F)n3)cn2)cc1, ClCCl, O=C(O)C(F)(F)F. Yields the product NS(=O)(=O)c1ccc(-c2cn(-c3nc(-c4ccc(Cl)c(Cl)c4)cc(C(F)(F)F)n3)cn2)cc1. RXN SMILES: [C:1]([CH3:2])([CH3:3])([CH3:4])[NH:5][S:6](=[O:7])(=[O:8])[c:9]1[cH:10][cH:11][c:12](-[c:15]2[n:16][cH:17][n:18](-[c:20]3[n:21][c:22](-[c:30]4[cH:31][c:32]([Cl:37])[c:33]([Cl:36])[cH:34][cH:35]4)[cH:23][c:24]([C:26]([F:27])([F:28])[F:29])[n:25]3)[cH:19]2)[cH:13][cH:14]1.[Cl:45][CH2:46][Cl:47].[F:38][C:39]([F:40])([F:41])[C:42]([OH:43])=[O:44]>>[NH2:5][S:6](=[O:7])(=[O:8])[c:9]1[cH:10][cH:11][c:12](-[c:15]2[n:16][cH:17][n:18](-[c:20]3[n:21][c:22](-[c:30]4[cH:31][c:32]([Cl:37])[c:33]([Cl:36])[cH:34][cH:35]4)[cH:23][c:24]([C:26]([F:27])([F:28])[F:29])[n:25]3)[cH:19]2)[cH:13][cH:14]1. Conditions: time 8 hour. The product is Cl.Cl.C(C)OC(C1=CC(=CC=C1)CN(CCCCCCCCCCCCCCCC)CCCCCCCCCCCCCCCC)=N (Ethyl-m-[N,N-di(n-hexadecyl)aminomethyl]-benzimidate Dihydrochloride). Yield: 100.0%. The solvent is C(C)O (ethanol), C(C)O (ethanol), C1=CC=CC=C1 (benzene). As a reaction SMILES: [CH2:1]([N:17]([CH2:34][C:35]1[CH:40]=[CH:39][CH:38]=[C:37]([C:41]#[N:42])[CH:36]=1)[CH2:18][CH2:19][CH2:20][CH2:21][CH2:22][CH2:23][CH2:24][CH2:25][CH2:26][CH2:27][CH2:28][CH2:29][CH2:30][CH2:31][CH2:32][CH3:33])[CH2:2][CH2:3][CH2:4][CH2:5][CH2:6][CH2:7][CH2:8][CH2:9][CH2:10][CH2:11][CH2:12][CH2:13][CH2:14][CH2:15][CH3:16].[O:43]1CCO[CH2:45][CH2:44]1.[ClH:49]>C(O)C.C1C=CC=CC=1>[ClH:49].[ClH:49].[CH2:44]([O:43][C:41](=[NH:42])[C:37]1[CH:38]=[CH:39][CH:40]=[C:35]([CH2:34][N:17]([CH2:18][CH2:19][CH2:20][CH2:21][CH2:22][CH2:23][CH2:24][CH2:25][CH2:26][CH2:27][CH2:28][CH2:29][CH2:30][CH2:31][CH2:32][CH3:33])[CH2:1][CH2:2][CH2:3][CH2:4][CH2:5][CH2:6][CH2:7][CH2:8][CH2:9][CH2:10][CH2:11][CH2:12][CH2:13][CH2:14][CH2:15][CH3:16])[CH:36]=1)[CH3:45] |f:5.6.7|. Starting materials: C(CCCCCCCCCCCCCCC)N(CCCCCCCCCCCCCCCC)CC1=CC(=CC=C1)C#N (α-[N,N-di(n-hexadecyl)amino]-m-toluonitrile), O1CCOCC1 (dioxane), nitrile, Cl (hydrogen chloride). Procedure: A mixture of α-[N,N-di(n-hexadecyl)amino]-m-toluonitrile (29.0 g., 0.05 mole), ethanol (40 ml., 0.67 mole) and dioxane (100 ml.) was saturated with dry hydrogen chloride gas for 40 minutes at 15°-25° C. It was then stoppered and held overnight at room temperature. Thin layer chromatography analysis (4:1, benzene:ethanol on silica gel) indicated complete reaction of the nitrile. The mixture was evaporated in vacuo yielding the named product quantitatively as a foam [35.0 g., ~ 100% yield, Rf .87 ...